describe an organic reaction: reactants, conditions, products, and yield From a dataset of the Open Reaction Database (ORD), a public repository of structured organic reaction records. Starting materials: Cn1c(C(F)(F)F)cc(=O)n(-c2c(F)cc(Cl)c3cc(C(=O)O)oc23)c1=O, [Cu], c1ccc2ncccc2c1. Yields the product Cn1c(C(F)(F)F)cc(=O)n(-c2c(F)cc(Cl)c3ccoc23)c1=O. RXN SMILES: [C:1]([OH:2])(=[O:3])[c:4]1[o:5][c:6]2[c:7]([cH:8]1)[c:9]([Cl:27])[cH:10][c:11]([F:26])[c:12]2-[n:13]1[c:14](=[O:25])[n:15]([CH3:24])[c:16]([C:20]([F:21])([F:22])[F:23])[cH:17][c:18]1=[O:19].[Cu:38].[cH:28]1[cH:29][c:30]2[c:31]([n:32][cH:33][cH:34][cH:35]2)[cH:36][cH:37]1>>[cH:4]1[o:5][c:6]2[c:7]([cH:8]1)[c:9]([Cl:27])[cH:10][c:11]([F:26])[c:12]2-[n:13]1[c:14](=[O:25])[n:15]([CH3:24])[c:16]([C:20]([F:21])([F:22])[F:23])[cH:17][c:18]1=[O:19]. The reactants are ClC1=CC=CC(=N1)C=O (6-chloropicolinaldehyde), C(C)[Mg]Br (ethylmagnesium bromide), solution, C(C)OCC (diethyl ether). Solvent: C1CCOC1 (THF). Conditions: temperature -78 celsius, time 2 hour. Product: ClC1=CC=CC(=N1)C(CC)O (1-(6-Chloropyridin-2-yl)propan-1-ol). RXN SMILES: [Cl:1][C:2]1[N:7]=[C:6]([CH:8]=[O:9])[CH:5]=[CH:4][CH:3]=1.[CH2:10]([Mg]Br)[CH3:11].C(OCC)C>C1COCC1>[Cl:1][C:2]1[N:7]=[C:6]([CH:8]([OH:9])[CH2:10][CH3:11])[CH:5]=[CH:4][CH:3]=1. Reported procedure: To a solution of 6-chloropicolinaldehyde (1.00 g, 7.06 mmol) in 20 mL of THF at −78° C. was added ethylmagnesium bromide, 3.0 M solution in diethyl ether (3.53 mL, 10.60 mmol) slowly. The reaction mixture was stirred at −78° C. for 2 h. The reaction mixture was quenched with sat'd NH4Cl aqueous solution, and extracted with ether (3×100 mL). The combined organic layers were dried over Na2SO4 and evaporated to provide the crude product. The crude product was purified by chromatography on silica ge...